Dataset: the Open Reaction Database (ORD), a public repository of structured organic reaction records. Task: describe an organic reaction: reactants, conditions, products, and yield The reactants are C(C)OC(C(CC1=CC(=C(C(=C1)CNC(=O)OC(C)(C)C)O)Br)OC(C)C)=O (3-(3-bromo-5-[(t-butoxycarbonyl)amino]methyl-4-hydroxyphenyl)-2-isopropoxypropionic acid ethyl ester), IN1C(CCC1=O)=O (N-iodosuccinimide). The solvent is C(C)#N (acetonitrile), C(C)(=O)OCC (ethyl acetate). Conditions: time 2.5 day. Yields the product C(C)OC(C(CC1=CC(=C(C(=C1)CNC(=O)OC(C)(C)C)O)I)OC(C)C)=O (3-(3-iodo-5-[(t-butoxycarbonyl)amino]methyl-4-hydroxyphenyl)-2-isopropoxypropionic acid ethyl ester). The yield is 35.9%. Reaction SMILES: [CH2:1]([O:3][C:4](=[O:28])[CH:5]([O:24][CH:25]([CH3:27])[CH3:26])[CH2:6][C:7]1[CH:12]=[C:11]([CH2:13][NH:14][C:15]([O:17][C:18]([CH3:21])([CH3:20])[CH3:19])=[O:16])[C:10]([OH:22])=[C:9](Br)[CH:8]=1)[CH3:2].[I:29]N1C(=O)CCC1=O>C(#N)C.C(OCC)(=O)C>[CH2:1]([O:3][C:4](=[O:28])[CH:5]([O:24][CH:25]([CH3:27])[CH3:26])[CH2:6][C:7]1[CH:12]=[C:11]([CH2:13][NH:14][C:15]([O:17][C:18]([CH3:21])([CH3:20])[CH3:19])=[O:16])[C:10]([OH:22])=[C:9]([I:29])[CH:8]=1)[CH3:2]. Procedure: 253 mg of 3-(3-bromo-5-[(t-butoxycarbonyl)amino]methyl-4-hydroxyphenyl)-2-isopropoxypropionic acid ethyl ester was dissolved in 3 ml of acetonitrile, and 157 mg of N-iodosuccinimide was added. After stirring for 2.5 days at room temperature, the reaction mixture was diluted with ethyl acetate. The organic layer was washed with water and saturated sodium thiosulfate water, and dried over anhydrous magnesium sulfate, and the solvent was evaporated. The residue was purified by silica gel column chr... Reactants: CCN, CCc1nc(N)nc(N)c1-c1ccc(Cl)c([N+](=O)[O-])c1. Product: CCNc1ccc(-c2c(N)nc(N)nc2CC)cc1[N+](=O)[O-]. RXN SMILES: [CH3:21][CH2:22][NH2:23].[NH2:1][c:2]1[n:3][c:4]([CH2:19][CH3:20])[c:5](-[c:9]2[cH:10][c:11]([N+:16](=[O:17])[O-:18])[c:12]([Cl:15])[cH:13][cH:14]2)[c:6]([NH2:8])[n:7]1>>[NH2:1][c:2]1[n:3][c:4]([CH2:19][CH3:20])[c:5](-[c:9]2[cH:10][c:11]([N+:16](=[O:17])[O-:18])[c:12]([NH:23][CH2:22][CH3:21])[cH:13][cH:14]2)[c:6]([NH2:8])[n:7]1. Reactants: C(C)(C)(C)OC(=O)N1CCC(CC1)CCNC(=O)C1=NOC(=N1)C1=CC=C(C=C1)C#N (3-[{2-(1-tert-butoxycarbonylpiperidin-4-yl)ethyl}carbamoyl]-5-(4-cyanophenyl)-1,2,4-oxadiazole), Cl (hydrochloric acid). Run in O1CCOCC1 (dioxane), O1CCOCC1 (dioxane). Run at time 5 hour. The product is Cl.N1CCC(CC1)CCNC(=O)C1=NOC(=N1)C1=CC=C(C=C1)C#N (3-[{2-(piperidin-4-yl)ethyl}carbamoyl]-5-(4-cyanophenyl)-1,2,4-oxadiazole hydrochloride). RXN SMILES: C(OC([N:8]1[CH2:13][CH2:12][CH:11]([CH2:14][CH2:15][NH:16][C:17]([C:19]2[N:23]=[C:22]([C:24]3[CH:29]=[CH:28][C:27]([C:30]#[N:31])=[CH:26][CH:25]=3)[O:21][N:20]=2)=[O:18])[CH2:10][CH2:9]1)=O)(C)(C)C.[ClH:32]>O1CCOCC1>[ClH:32].[NH:8]1[CH2:13][CH2:12][CH:11]([CH2:14][CH2:15][NH:16][C:17]([C:19]2[N:23]=[C:22]([C:24]3[CH:29]=[CH:28][C:27]([C:30]#[N:31])=[CH:26][CH:25]=3)[O:21][N:20]=2)=[O:18])[CH2:10][CH2:9]1 |f:3.4|. Procedure details: To a solution of 3-[{2-(1-tert-butoxycarbonylpiperidin-4-yl)ethyl}carbamoyl]-5-(4-cyanophenyl)-1,2,4-oxadiazole (2.5 g) in dioxane (30 ml) was added 4N hydrochloric acid in dioxane (13 ml) under ice cooling. After stirring for 5 hours at ambient temperature, the mixture was evaporated in vacuo. The residue was recrystallized from ethanol-ether to afford 3-[{2-(piperidin-4-yl)ethyl}carbamoyl]-5-(4-cyanophenyl)-1,2,4-oxadiazole hydrochloride (1.71 g). Starting materials: Cl[Sn]Cl (SnCl2), ClC=1C=C(C=CC1Cl)C(=CC)N1CCCC1 ((1-(3,4-dichlorophenyl)prop-1-enyl]pyrrolidine), ClC=1C=C(C=CC1Cl)C(CC)=O (3′,4′-dichloropropiophenone), N1CCCC1 (pyrrolidine), CC1=NC(=C(C(=N1)Cl)[N+](=O)[O-])Cl (2-methyl-4,6-dichloro-5-nitropyrimidine), C(C)(C)N(C(C)C)CC (N,N-diisopropylethylamine), N1CCCCC1 (piperidine), Cl[Sn]Cl (SnCl2). The reagents and catalysts are Cl[Ti](Cl)(Cl)Cl (TiCl4). The solvent is CN(C)C=O (DMF), CCN(CC)CC (NEt3). Conditions: temperature 140 celsius, time 16 hour. Yields the product ClC=1C=C(C=CC1Cl)C1CC(CC(N1)C)C1=NC=C2C(N1)=C(C=N2)C (6-(3,4-dichlorophenyl)-2,7-dimethyl-4-piperidylpyrrolo[3,2-d]pyrimidine). Yield: 21.0%. Reaction SMILES: ClC1C=[C:4]([C:9]([N:12]2CCCC2)=[CH:10]C)C=CC=1Cl.[Cl:17][C:18]1[CH:19]=[C:20]([C:25](=O)[CH2:26][CH3:27])[CH:21]=[CH:22][C:23]=1[Cl:24].N1C[CH2:32][CH2:31][CH2:30]1.C[C:35]1[N:40]=[C:39](Cl)[C:38]([N+:42]([O-])=O)=[C:37](Cl)[N:36]=1.C(N(CC)C(C)C)(C)C.N1CCCCC1.Cl[Sn]Cl>CN(C=O)C.Cl[Ti](Cl)(Cl)Cl.CCN(CC)CC>[Cl:17][C:18]1[CH:19]=[C:20]([CH:25]2[NH:12][CH:9]([CH3:10])[CH2:4][CH:27]([C:35]3[NH:40][C:39]4=[C:31]([CH3:32])[CH:30]=[N:42][C:38]4=[CH:37][N:36]=3)[CH2:26]2)[CH:21]=[CH:22][C:23]=1[Cl:24]. Reported procedure: Using the method described in Example 30 by employing [(1-(3,4-dichlorophenyl)prop-1-enyl]pyrrolidine (freshly prepared before use from 3′,4′-dichloropropiophenone (Aldrich Chemical Company), pyrrolidine and TiCl4 (1.64 g, 6.40 mmol), 2-methyl-4,6-dichloro-5-nitropyrimidine (Example 76(b)) (1.30 g, 6.40 mmol), N,N-diisopropylethylamine (1.1 mL, 6.40 mmol), piperidine (1.0 mL, 10.2 mmol), NEt3 (1.1 mL) and SnCl2 (19 mL of a 2 M soln in DMF). In this example the SnCl2 solution was added to the rea... Starting materials: Cl.Cl.Cl.NC1=C2NC(N(C2=NC(=N1)OCCCC)CCCNCCCN1CCOCC1)=O (6-amino-2-butoxy-9-{3-[(3-morpholin-4-ylpropyl)amino]propyl}-7,9-dihydro-8H-purine-8-one trihydrochloride), C([O-])([O-])=O.[Na+].[Na+] (sodium carbonate), C(\C=C/C(=O)O)(=O)O (maleic acid), C(Cl)(Cl)Cl (chloroform). Run in [Cl-].[Na+].O (brine), CO (methanol). Conditions: temperature 53 celsius, time 1 hour. Product: C(\C=C/C(=O)O)(=O)O.C(\C=C/C(=O)O)(=O)O.NC1=C2NC(N(C2=NC(=N1)OCCCC)CCCNCCCN1CCOCC1)=O (6-Amino-2-butoxy-9-{3-[(3-morpholin-4-ylpropyl)amino]propyl}-7,9-dihydro-8H-purine-8-one dimaleate). Isolated yield 94.8%. As a reaction SMILES: Cl.Cl.Cl.[NH2:4][C:5]1[N:13]=[C:12]([O:14][CH2:15][CH2:16][CH2:17][CH3:18])[N:11]=[C:10]2[C:6]=1[NH:7][C:8](=[O:32])[N:9]2[CH2:19][CH2:20][CH2:21][NH:22][CH2:23][CH2:24][CH2:25][N:26]1[CH2:31][CH2:30][O:29][CH2:28][CH2:27]1.C(=O)([O-])[O-].[Na+].[Na+].C(Cl)(Cl)Cl.[C:43]([OH:50])(=[O:49])/[CH:44]=[CH:45]\[C:46]([OH:48])=[O:47]>[Cl-].[Na+].O.CO>[C:43]([OH:50])(=[O:49])/[CH:44]=[CH:45]\[C:46]([OH:48])=[O:47].[C:43]([OH:50])(=[O:49])/[CH:44]=[CH:45]\[C:46]([OH:48])=[O:47].[NH2:4][C:5]1[N:13]=[C:12]([O:14][CH2:15][CH2:16][CH2:17][CH3:18])[N:11]=[C:10]2[C:6]=1[NH:7][C:8](=[O:32])[N:9]2[CH2:19][CH2:20][CH2:21][NH:22][CH2:23][CH2:24][CH2:25][N:26]1[CH2:27][CH2:28][O:29][CH2:30][CH2:31]1 |f:0.1.2.3,4.5.6,9.10.11,13.14.15|. Reported procedure: To a solution of 6-amino-2-butoxy-9-{3-[(3-morpholin-4-ylpropyl)amino]propyl}-7,9-dihydro-8H-purine-8-one trihydrochloride (15.00 g, 29.02 mmol) in 10% brine (105.00 g) was added an aqueous 10% sodium carbonate to be neutralized. After adding chloroform (335.7 g), the mixture was heated to 53° C., and the aqueous layer was separated and removed. After an organic layer was concentrated, to the residue was added methanol (296.63 g) and the mixture was raised to 50° C. After methanol (59.33 g) cont... Starting materials: O=C(O)c1ccc(Cl)c(-c2cccc(Cl)c2)n1, CC(C)CC(N)C(N)=O. Product: CC(C)CC(NC(=O)c1ccc(Cl)c(-c2cccc(Cl)c2)n1)C(N)=O. As a reaction SMILES: [Cl:1][c:2]1[cH:3][cH:4][c:5]([C:15](=[O:16])[OH:17])[n:6][c:7]1-[c:8]1[cH:9][c:10]([Cl:14])[cH:11][cH:12][cH:13]1.[NH2:18][CH:19]([C:20](=[O:21])[NH2:22])[CH2:23][CH:24]([CH3:25])[CH3:26]>>[Cl:1][c:2]1[cH:3][cH:4][c:5]([C:15](=[O:17])[NH:18][CH:19]([C:20](=[O:21])[NH2:22])[CH2:23][CH:24]([CH3:25])[CH3:26])[n:6][c:7]1-[c:8]1[cH:9][c:10]([Cl:14])[cH:11][cH:12][cH:13]1.